Dataset: the Open Reaction Database (ORD), a public repository of structured organic reaction records. Task: describe an organic reaction: reactants, conditions, products, and yield Reagents/catalysts: CCN=P(N=P(N(C)C)(N(C)C)N(C)C)(N(C)C)N(C)C (P2Et), CC(C)c1cc(C(C)C)c(-c2ccccc2P(C2CCCCC2)(C2CCCCC2)->[Pd]2(OS(=O)(=O)C(F)(F)F)<-Nc3ccccc3-c3ccccc32)c(C(C)C)c1 (XPhos). Reactants: Cc1ccc(N)cc1, Ic1cccnc1. Product: Cc1ccc(Nc2cccnc2)cc1. Run in CS(=O)C (DMSO), CS(=O)C (DMSO), CS(=O)C (DMSO), CS(=O)C (DMSO), CS(=O)C (DMSO). Run at temperature 60 celsius, time 16 hour. Yield: 75.7%. Reported procedure: These solutions were added to a 384-
well source plate (80 µL per well). The Mosquito HTS liquid handling robot was used to dose
each of these solutions (200 nL each) into a 1536-well plate. Reactants: COc1ccc(C=O)cc1OCc1ccccc1, CO, O=C(OO)c1cccc(Cl)c1. Product: COc1ccc(O)cc1OCc1ccccc1. As a reaction SMILES: [CH2:1]([c:2]1[cH:3][cH:4][cH:5][cH:6][cH:7]1)[O:8][c:9]1[cH:10][c:11]([CH:12]=[O:13])[cH:14][cH:15][c:16]1[O:17][CH3:18].[CH3:30][OH:31].[Cl:19][c:20]1[cH:21][cH:22][cH:23][c:24]([C:25]([O:26][OH:28])=[O:27])[cH:29]1>>[CH2:1]([c:2]1[cH:3][cH:4][cH:5][cH:6][cH:7]1)[O:8][c:9]1[cH:10][c:11]([OH:27])[cH:14][cH:15][c:16]1[O:17][CH3:18]. Reactants: [Cl-].COC1=C(C(=C(C[P+](C2=CC=CC=C2)(C2=CC=CC=C2)C2=CC=CC=C2)C(=C1CC)C)C)CC (4-methoxy-3,5-diethyl-2,6-dimethyl-benzyl-triphenylphosphonium chloride), C(C)OC(C=C(C=CC=C(C)C=O)C)=O (7-formyl-3-methyl-octa-2,4,6-trien-1-oic acid ethyl ester). Yields the product C(C)OC(C=C(C=CC=C(C=CC1=C(C(=C(C(=C1C)CC)OC)CC)C)C)C)=O (9-(4-methoxy-3,5-diethyl-2,6-dimethyl-phenyl)-3,7-dimethyl-nona-2,4,6,8-tetraen-1-oic acid ethyl ester). RXN SMILES: [Cl-].[CH3:2][O:3][C:4]1[C:29]([CH2:30][CH3:31])=[C:28]([CH3:32])[C:7]([CH2:8][P+](C2C=CC=CC=2)(C2C=CC=CC=2)C2C=CC=CC=2)=[C:6]([CH3:33])[C:5]=1[CH2:34][CH3:35].[CH2:36]([O:38][C:39](=[O:50])[CH:40]=[C:41]([CH3:49])[CH:42]=[CH:43][CH:44]=[C:45]([CH:47]=O)[CH3:46])[CH3:37]>>[CH2:36]([O:38][C:39](=[O:50])[CH:40]=[C:41]([CH3:49])[CH:42]=[CH:43][CH:44]=[C:45]([CH3:47])[CH:46]=[CH:8][C:7]1[C:6]([CH3:33])=[C:5]([CH2:34][CH3:35])[C:4]([O:3][CH3:2])=[C:29]([CH2:30][CH3:31])[C:28]=1[CH3:32])[CH3:37] |f:0.1|. Reported procedure: 4-methoxy-3,5-diethyl-2,6-dimethyl-benzyl-triphenylphosphonium chloride is condensed with 7-formyl-3-methyl-octa-2,4,6-trien-1-oic acid ethyl ester to produce the 9-(4-methoxy-3,5-diethyl-2,6-dimethyl-phenyl)-3,7-dimethyl-nona-2,4,6,8-tetraen-1-oic acid ethyl ester which is converted by the procedure of Example 7 to 9-(4-methoxy-3,5-diethyl-2,6-dimethyl-phenyl)acid, m.p: 153°-154° C. Starting materials: C(C)(C)(C)OC(N(C)C1CCC(CC1)NCC1=C(C=CC(=C1)C1=CC(=NC=C1)F)OC)=O ({4-[5-(2-Fluoro-pyridin-4-yl)-2-methoxy-benzylamino]-cyclohexyl}-methyl-carbamic acid tert-butyl ester), ClC=1C2=C(SC1C(=O)Cl)C=CC=C2F (3-Chloro-4-fluoro-benzo[b]thiophene-2-carbonyl chloride). Yields the product FC1=NC=CC(=C1)C=1C=CC(=C(CN(C(=O)C2=C(C3=C(S2)C=CC=C3F)Cl)C3CCC(CC3)NC)C1)OC (3-Chloro-4-fluoro-benzo[b]thiophene-2-carboxylic acid [5-(2-fluoro-pyridin-4-yl)-2-methoxy-benzyl]-(4-methylamino-cyclohexyl)-amide). Reaction SMILES: C(O[C:6](=O)[N:7]([CH:9]1[CH2:14][CH2:13][CH:12]([NH:15][CH2:16][C:17]2[CH:22]=[C:21]([C:23]3[CH:28]=[CH:27][N:26]=[C:25]([F:29])[CH:24]=3)[CH:20]=[CH:19][C:18]=2[O:30][CH3:31])[CH2:11][CH2:10]1)C)(C)(C)C.[Cl:33][C:34]1[C:35]2[C:45]([F:46])=[CH:44][CH:43]=[CH:42][C:36]=2[S:37][C:38]=1[C:39](Cl)=[O:40]>>[F:29][C:25]1[CH:24]=[C:23]([C:21]2[CH:20]=[CH:19][C:18]([O:30][CH3:31])=[C:17]([CH:22]=2)[CH2:16][N:15]([CH:12]2[CH2:11][CH2:10][CH:9]([NH:7][CH3:6])[CH2:14][CH2:13]2)[C:39]([C:38]2[S:37][C:36]3[CH:42]=[CH:43][CH:44]=[C:45]([F:46])[C:35]=3[C:34]=2[Cl:33])=[O:40])[CH:28]=[CH:27][N:26]=1. Procedure: Following the synthetic protocol described in Method D′; 3-Chloro-4-fluoro-benzo[b]thiophene-2-carboxylic acid [5-(2-fluoro-pyridin-4-yl)-2-methoxy-benzyl]-(4-methylamino-cyclohexyl)-amide is prepared starting from {4-[5-(2-Fluoro-pyridin-4-yl)-2-methoxy-benzylamino]-cyclohexyl}-methyl-carbamic acid tert-butyl ester and 3-Chloro-4-fluoro-benzo[b]thiophene-2-carbonyl chloride. The desired product is isolated in 49%.